Dataset: the Open Reaction Database (ORD), a public repository of structured organic reaction records. Task: describe an organic reaction: reactants, conditions, products, and yield Starting materials: C(C)(C)O (Isopropanol), CC1=C2[C@H](C(=O)[C@@]3([C@H](C[C@@H]4[C@]([C@H]3[C@@H]([C@@](C2(C)C)(C[C@@H]1O)O)OC(=O)C=5C=CC=CC5)(CO4)OC(=O)C)O)C)OC(=O)C (Baccatin III), CCCCCC (Hexane). The solvent is ClCCl (dichloromethane). Conditions: time 1 hour. Yields the product CC1=C2[C@H](C(=O)[C@@]3([C@H](C[C@@H]4[C@]([C@H]3[C@@H]([C@@](C2(C)C)(C[C@@H]1O)O)OC(=O)C=5C=CC=CC5)(CO4)OC(=O)C)O)C)OC(=O)C.C(C)(C)O (Baccatin III isopropanol). As a reaction SMILES: [CH3:1][C:2]1[C@@H:19]([OH:20])[CH2:18][C@:14]2([OH:21])[C:15]([CH3:17])([CH3:16])[C:3]=1[C@@H:4]([O:39][C:40]([CH3:42])=[O:41])[C:5]([C@@:7]1([CH3:38])[C@H:12]([C@@H:13]2[O:22][C:23]([C:25]2[CH:26]=[CH:27][CH:28]=[CH:29][CH:30]=2)=[O:24])[C@:11]2([O:33][C:34]([CH3:36])=[O:35])[CH2:31][O:32][C@@H:10]2[CH2:9][C@@H:8]1[OH:37])=[O:6].[CH:43]([OH:46])([CH3:45])[CH3:44].CCCCCC>ClCCl>[CH3:1][C:2]1[C@@H:19]([OH:20])[CH2:18][C@:14]2([OH:21])[C:15]([CH3:16])([CH3:17])[C:3]=1[C@@H:4]([O:39][C:40]([CH3:42])=[O:41])[C:5]([C@@:7]1([CH3:38])[C@H:12]([C@@H:13]2[O:22][C:23]([C:25]2[CH:26]=[CH:27][CH:28]=[CH:29][CH:30]=2)=[O:24])[C@:11]2([O:33][C:34]([CH3:36])=[O:35])[CH2:31][O:32][C@@H:10]2[CH2:9][C@@H:8]1[OH:37])=[O:6].[CH:43]([OH:46])([CH3:45])[CH3:44] |f:4.5|. Procedure: Baccatin III (100 mg, 0.17 mmol) was dissolved in dichloromethane (4 mL). Isopropanol was added (130 uL, 1000%), and the resulting solution was allowed to stir for 1 h. Hexane was added to the cloud point, and crystallization began. The baccatin III, 2-propanol complex (85 mg, 77%) was collected by filtration. Reactants: OCC(O)Cc1cccc(Cc2ccccc2)c1OCc1ccccc1, Cc1ccc(S(=O)(=O)Cl)cc1, c1ccncc1. The product is Cc1ccc(S(=O)(=O)OCC(O)Cc2cccc(Cc3ccccc3)c2OCc2ccccc2)cc1. Reaction SMILES: [CH2:1]([c:2]1[cH:3][cH:4][cH:5][cH:6][cH:7]1)[c:8]1[c:9]([O:19][CH2:20][c:21]2[cH:22][cH:23][cH:24][cH:25][cH:26]2)[c:10]([CH2:14][CH:15]([CH2:16][OH:17])[OH:18])[cH:11][cH:12][cH:13]1.[c:27]1([CH3:37])[cH:28][cH:29][c:30]([S:33](=[O:34])(=[O:35])[Cl:36])[cH:31][cH:32]1.[cH:38]1[cH:39][cH:40][n:41][cH:42][cH:43]1>>[CH2:1]([c:2]1[cH:3][cH:4][cH:5][cH:6][cH:7]1)[c:8]1[c:9]([O:19][CH2:20][c:21]2[cH:22][cH:23][cH:24][cH:25][cH:26]2)[c:10]([CH2:14][CH:15]([CH2:16][O:17][S:33]([c:30]2[cH:29][cH:28][c:27]([CH3:37])[cH:32][cH:31]2)(=[O:34])=[O:35])[OH:18])[cH:11][cH:12][cH:13]1. Reactants: CO (methanol), C(C)(C)(C)OOC(C)(C)C (tert-butyl peroxide), C(C)C1=CC=CC=C1 (ethylbenzene), {[Cl2NN]Cu}2(benzene). Reaction conditions: temperature 90 celsius. The product is C1(=CC=CC=C1)C(OC)C (PhCH(OCH3)Me). Yield: 35.0%. Reaction SMILES: CO.[CH2:3]([C:5]1[CH:10]=[CH:9][CH:8]=[CH:7][CH:6]=1)[CH3:4].[C:11]([O:15]OC(C)(C)C)(C)(C)C>>[C:5]1([CH:3]([CH3:4])[O:15][CH3:11])[CH:10]=[CH:9][CH:8]=[CH:7][CH:6]=1. Procedure details: Into a pressure vessel methanol (84 μL, 1 mmol, 1 eq) was added and diluted with ethylbenzene (1.225 mL, 10 mmol, 10 eq). To this stirring solution was added 1 mol % of a stock solution of {[Cl2NN]Cu}2(benzene) from the catalyst stock solution described in Example 4 (200 μL=0.01 mmol). After adding of tert-butyl peroxide (220 μL, 1.2 mmol), the pressure vessel was sealed and heated to 90° C. for 24 hr. The catalyst was separated by exposing the mixture to air and filtering through Celite®. After... Starting materials: C[Li] (methyllithium), C(C)(C)N(C(C)C)CC (N,N-diisopropylethylamine), Cl (hydrochloric acid), C1=CC=CC2=NC=C3C=CC=CC3=C12 (phenanthridine), ClS(=O)(=O)C=1C=CC(=C(C(=O)O)C1)O (5-(chlorosulfonyl)-2-hydroxybenzoic acid). Solvent: C(C)OCC (diethyl ether), CN(C=O)C (dimethylformamide), C(C)OCC (diethyl ether), O1CCCC1 (tetrahydrofuran). Conditions: time 15 minute. Yields the product OC1=C(C(=O)O)C=C(C=C1)S(=O)(=O)N1C=2C=CC=CC2C2=CC=CC=C2C1C (2-Hydroxy-5-[(6-methylphenanthridin-5(6H)-yl)sulfonyl]benzoic acid). Yield: 2.9%. As a reaction SMILES: [CH:1]1[C:14]2[C:5](=[N:6][CH:7]=[C:8]3[C:13]=2[CH:12]=[CH:11][CH:10]=[CH:9]3)[CH:4]=[CH:3][CH:2]=1.C[Li].Cl[S:18]([C:21]1[CH:22]=[CH:23][C:24]([OH:30])=[C:25]([CH:29]=1)[C:26]([OH:28])=[O:27])(=[O:20])=[O:19].[CH:31](N(CC)C(C)C)(C)C.Cl>C(OCC)C.O1CCCC1.CN(C)C=O>[OH:30][C:24]1[CH:23]=[CH:22][C:21]([S:18]([N:6]2[CH:7]([CH3:31])[C:8]3[C:13](=[CH:12][CH:11]=[CH:10][CH:9]=3)[C:14]3[CH:1]=[CH:2][CH:3]=[CH:4][C:5]2=3)(=[O:20])=[O:19])=[CH:29][C:25]=1[C:26]([OH:28])=[O:27]. Procedure: A stirred solution of phenanthridine (7.16 g, 40 mmol) in anhydrous diethyl ether (40 mL) was cooled to −30° C., and treated drop-wise under nitrogen via syringe with a solution of 1.4 M methyllithium in diethyl ether (30 mL, 42 mmol). The yellow solution was warmed to room temperature and stirred for 15 minutes. The mixture was cooled to −78° C., and treated with 5-(chlorosulfonyl)-2-hydroxybenzoic acid (9.47 g, 40 mmol) as a solid in a single aliquot. The reaction mixture was diluted with anhy... Starting materials: CC1=C2C(=NC=C1NC(CCC)=O)N(C(=N2)CCC)CC2=CC=C(C=C2)C2=C(C=CC=C2)S(=O)(=O)NC(C)(C)C (7-methyl-2-propyl-3-[2'-(N-tert-butylaminosulfonyl)[1,1']-biphenyl-4-yl]methyl-6-[(1-oxobutyl)amino]-3H-imidazo[4,5-b]pyridine). The solvent is FC(C(=O)O)(F)F (trifluoroacetic acid). Yields the product CC1=C2C(=NC=C1NC(CCC)=O)N(C(=N2)CCC)CC2=CC=C(C=C2)C2=C(C=CC=C2)S(=O)(=O)N (7-methyl-2-propyl-3-[[2'-(aminosulfonyl)[1,1']-biphenyl-4-yl]methyl]-6-[(1-oxobutyl)amino]-3H-imidazo[4,5-b]pyridine). As a reaction SMILES: [CH3:1][C:2]1[C:7]([NH:8][C:9](=[O:13])[CH2:10][CH2:11][CH3:12])=[CH:6][N:5]=[C:4]2[N:14]([CH2:20][C:21]3[CH:26]=[CH:25][C:24]([C:27]4[CH:32]=[CH:31][CH:30]=[CH:29][C:28]=4[S:33]([NH:36]C(C)(C)C)(=[O:35])=[O:34])=[CH:23][CH:22]=3)[C:15]([CH2:17][CH2:18][CH3:19])=[N:16][C:3]=12>FC(F)(F)C(O)=O>[CH3:1][C:2]1[C:7]([NH:8][C:9](=[O:13])[CH2:10][CH2:11][CH3:12])=[CH:6][N:5]=[C:4]2[N:14]([CH2:20][C:21]3[CH:22]=[CH:23][C:24]([C:27]4[CH:32]=[CH:31][CH:30]=[CH:29][C:28]=4[S:33]([NH2:36])(=[O:35])=[O:34])=[CH:25][CH:26]=3)[C:15]([CH2:17][CH2:18][CH3:19])=[N:16][C:3]=12. Reported procedure: A solution of 7-methyl-2-propyl-3-[2'-(N-tert-butylaminosulfonyl)[1,1']-biphenyl-4-yl]methyl-6-[(1-oxobutyl)amino]-3H-imidazo[4,5-b]pyridine. (516 mg) in trifluoroacetic acid (30 mL) was stirred at r.t. for 12 h. The mixture was concentrated, dissolved in CH2Cl2 (100 mL) and washed with saturated aqueous Na2CO3. The organic extracts were dried (K2CO3) and concentrated to give the title compound as a solid. Reactants: C(C)OC(C(CC1=C(C=C(C=C1)OCCC1=C(N=C(S1)C1=CC(=CC=C1)C(F)(F)F)C)C)OCC)=O ([rac]-2-ethoxy-3-(2-methyl-4-{2-[4-methyl-2-(3-trifluoromethyl-phenyl)-thiazol-5-yl]-ethoxy}-phenyl)-propionic acid ethyl ester), [Li+].[OH-] (LiOH). Procedure details: In analogy to the procedure described in example 10 d, [rac]-2-ethoxy-3-(2-methyl-4-{2-[4-methyl-2-(3-trifluoromethyl-phenyl)-thiazol-5-yl]-ethoxy}-phenyl)-propionic acid ethyl ester was treated with LiOH to obtain [rac]-2-ethoxy-3-(2-methyl-4-{2-[4-methyl-2-(3-trifluoromethyl-phenyl)-thiazol-5-yl]-ethoxy}-phenyl)-propionic acid as yellow oil. Reaction SMILES: C([O:3][C:4](=[O:36])[CH:5]([O:33][CH2:34][CH3:35])[CH2:6][C:7]1[CH:12]=[CH:11][C:10]([O:13][CH2:14][CH2:15][C:16]2[S:20][C:19]([C:21]3[CH:26]=[CH:25][CH:24]=[C:23]([C:27]([F:30])([F:29])[F:28])[CH:22]=3)=[N:18][C:17]=2[CH3:31])=[CH:9][C:8]=1[CH3:32])C.[Li+].[OH-]>>[CH2:34]([O:33][CH:5]([CH2:6][C:7]1[CH:12]=[CH:11][C:10]([O:13][CH2:14][CH2:15][C:16]2[S:20][C:19]([C:21]3[CH:26]=[CH:25][CH:24]=[C:23]([C:27]([F:28])([F:29])[F:30])[CH:22]=3)=[N:18][C:17]=2[CH3:31])=[CH:9][C:8]=1[CH3:32])[C:4]([OH:36])=[O:3])[CH3:35] |f:1.2|. Product: C(C)OC(C(=O)O)CC1=C(C=C(C=C1)OCCC1=C(N=C(S1)C1=CC(=CC=C1)C(F)(F)F)C)C ([rac]-2-ethoxy-3-(2-methyl-4-{2-[4-methyl-2-(3-trifluoromethyl-phenyl)-thiazol-5-yl]-ethoxy}-phenyl)-propionic acid). Starting materials: FC=1C=C(C=CC1[N+](=O)[O-])O (3-fluoro-4-nitrophenol), N1=C(C=CC=C1)CCl (2-pyridylmethyl chloride), C([O-])([O-])=O.[K+].[K+] (potassium carbonate). The solvent is CN(C)C=O (DMF). Conditions: time 16 hour. Yields the product N1=C(C=CC=C1)COC1=CC(=C(C=C1)[N+](=O)[O-])F (3-fluoro-4-nitrophenyl 2-pyridylmethyl ether). The yield is 17.3%. RXN SMILES: [F:1][C:2]1[CH:3]=[C:4]([OH:11])[CH:5]=[CH:6][C:7]=1[N+:8]([O-:10])=[O:9].[N:12]1[CH:17]=[CH:16][CH:15]=[CH:14][C:13]=1[CH2:18]Cl.C(=O)([O-])[O-].[K+].[K+]>CN(C=O)C>[N:12]1[CH:17]=[CH:16][CH:15]=[CH:14][C:13]=1[CH2:18][O:11][C:4]1[CH:5]=[CH:6][C:7]([N+:8]([O-:10])=[O:9])=[C:2]([F:1])[CH:3]=1 |f:2.3.4|. Reported procedure: A mixture of 3-fluoro-4-nitrophenol (3.14 g), 2-pyridylmethyl chloride (3.28 g), potassium carbonate (5.52 g) and DMF (20 ml) was stirred at ambient temperature for 16 hours. The mixture was partitioned between ethyl acetate and water. The organic phase was washed with water, dried (MgSO4) and evaporated. The residue was purified by column chromatography using increasingly polar mixtures of hexane and ethyl acetate to give 3-fluoro-4-nitrophenyl 2-pyridylmethyl ether (0.86 g).